This data is from the Open Reaction Database (ORD), a public repository of structured organic reaction records. The task is: describe an organic reaction: reactants, conditions, products, and yield Reactants: ClC1=NC=NC2=CC(=CC(=C12)N1CCN(CC1)C)OCCN1CCCC1 (4-chloro-5-(4-methylpiperazin-1-yl)-7-(2-pyrrolidin-1-ylethoxy)quinazoline), 2-chloro-5-methoxyamine hydrochloride, solution, Cl (hydrogen chloride). Run in C(C)(C)O (isopropanol). Product: Cl.Cl.Cl.ClC1=C(NC2=NC=NC3=CC(=CC(=C23)N2CCN(CC2)C)OCCN2CCCC2)C=C(C=C1)OC (4-(2-chloro-5-methoxyanilino)-5-(4-methylpiperazin-1-yl)-7-(2-pyrrolidin-1-ylethoxy)quinazoline trihydrochloride). Reaction SMILES: [Cl:1][C:2]1[C:11]2[C:6](=[CH:7][C:8]([O:19][CH2:20][CH2:21][N:22]3[CH2:26][CH2:25][CH2:24][CH2:23]3)=[CH:9][C:10]=2[N:12]2[CH2:17][CH2:16][N:15]([CH3:18])[CH2:14][CH2:13]2)[N:5]=[CH:4][N:3]=1.[ClH:27]>C(O)(C)C>[ClH:1].[ClH:27].[ClH:1].[Cl:27][C:11]1[CH:10]=[CH:9][C:8]([O:19][CH3:20])=[CH:7][C:6]=1[NH:5][C:2]1[C:11]2[C:6](=[CH:7][C:8]([O:19][CH2:20][CH2:21][N:22]3[CH2:23][CH2:24][CH2:25][CH2:26]3)=[CH:9][C:10]=2[N:12]2[CH2:13][CH2:14][N:15]([CH3:18])[CH2:16][CH2:17]2)[N:5]=[CH:4][N:3]=1 |f:3.4.5.6|. Reported procedure: Using an analogous procedure to that described in Example 5, 4-chloro-5-(4-methylpiperazin-1-yl)-7-(2-pyrrolidin-1-ylethoxy)quinazoline (0.11 g) was reacted with 2-chloro-5-methoxyamine hydrochloride (0.064 g) in the presence of a 6M solution of hydrogen chloride in isopropanol (0.05 ml) to give the title compound, as a trihydrochloride salt (0.092 g), a portion of which was converted into the free base using an analogous procedure to that described in Example 3. The free base gave the following... Starting materials: ClCCl, NC1CCN(C(c2ccccc2)c2ccccc2)C1=O, O=C=NC(c1ccccc1)c1ccccc1. The product is O=C(NC1CCN(C(c2ccccc2)c2ccccc2)C1=O)NC(c1ccccc1)c1ccccc1. As a reaction SMILES: [Cl:37][CH2:38][Cl:39].[NH2:1][CH:2]1[C:3](=[O:20])[N:4]([CH:7]([c:8]2[cH:9][cH:10][cH:11][cH:12][cH:13]2)[c:14]2[cH:15][cH:16][cH:17][cH:18][cH:19]2)[CH2:5][CH2:6]1.[c:21]1([CH:27]([c:28]2[cH:29][cH:30][cH:31][cH:32][cH:33]2)[N:34]=[C:35]=[O:36])[cH:22][cH:23][cH:24][cH:25][cH:26]1>>[NH:1]([CH:2]1[C:3](=[O:20])[N:4]([CH:7]([c:8]2[cH:9][cH:10][cH:11][cH:12][cH:13]2)[c:14]2[cH:15][cH:16][cH:17][cH:18][cH:19]2)[CH2:5][CH2:6]1)[C:35]([NH:34][CH:27]([c:21]1[cH:22][cH:23][cH:24][cH:25][cH:26]1)[c:28]1[cH:29][cH:30][cH:31][cH:32][cH:33]1)=[O:36]. Starting materials: CC=1SC=C(N1)CC(=O)O ((2-methyl-thiazol-4-yl)-acetic acid), NC1=C(C=C(C#N)C=C1)C(C1=CC=C(C=C1)CC)=O (4-Amino-3-(4-ethyl-benzoyl)-benzonitrile). Product: C(C)C1=CC=C(C=C1)C1=C(C(NC2=CC=C(C=C12)C#N)=O)C=1N=C(SC1)C (4-(4-Ethyl-phenyl)-3-(2-methyl-thiazol-4-yl)-2-oxo-1,2-dihydro-quinoline-6-carbonitrile). Yield: 27.0%. RXN SMILES: [CH3:1][C:2]1[S:3][CH:4]=[C:5]([CH2:7][C:8]([OH:10])=O)[N:6]=1.[NH2:11][C:12]1[CH:19]=[CH:18][C:15]([C:16]#[N:17])=[CH:14][C:13]=1[C:20](=O)[C:21]1[CH:26]=[CH:25][C:24]([CH2:27][CH3:28])=[CH:23][CH:22]=1>>[CH2:27]([C:24]1[CH:23]=[CH:22][C:21]([C:20]2[C:13]3[C:12](=[CH:19][CH:18]=[C:15]([C:16]#[N:17])[CH:14]=3)[NH:11][C:8](=[O:10])[C:7]=2[C:5]2[N:6]=[C:2]([CH3:1])[S:3][CH:4]=2)=[CH:26][CH:25]=1)[CH3:28]. Procedure details: Synthesized from (2-methyl-thiazol-4-yl)-acetic acid and 4-Amino-3-(4-ethyl-benzoyl)-benzonitrile according to general procedure 2. Yield 27%. Starting materials: CC1=C(C(=O)O)C=CC=C1C (2,3-dimethylbenzoic acid), N1(CCOCC1)C(CN)C=1C=NC=CC1 ((2-morpholin-4-yl-2-pyridin-3-ylethyl)amine). Yields the product CC1=C(C(=O)NCC(C=2C=NC=CC2)N2CCOCC2)C=CC=C1C (2,3-Dimethyl-N-(2-morpholin-4-yl-2-pyridin-3-yl-ethyl)-benzamide). As a reaction SMILES: [CH3:1][C:2]1[C:10]([CH3:11])=[CH:9][CH:8]=[CH:7][C:3]=1[C:4]([OH:6])=O.[N:12]1([CH:18]([C:21]2[CH:22]=[N:23][CH:24]=[CH:25][CH:26]=2)[CH2:19][NH2:20])[CH2:17][CH2:16][O:15][CH2:14][CH2:13]1>>[CH3:1][C:2]1[C:10]([CH3:11])=[CH:9][CH:8]=[CH:7][C:3]=1[C:4]([NH:20][CH2:19][CH:18]([N:12]1[CH2:17][CH2:16][O:15][CH2:14][CH2:13]1)[C:21]1[CH:22]=[N:23][CH:24]=[CH:25][CH:26]=1)=[O:6]. Procedure details: From 2,3-dimethylbenzoic acid and (2-morpholin-4-yl-2-pyridin-3-ylethyl)amine. Starting materials: Cl.ClC1=CC2=C(NC=3SC(=CC3C(=N2)N)C)C=C1 (7-chloro-2-methyl-4H-3-thia-4,9-diaza-benzo[f]azulen-10-ylamine hydrochloride), OCC[C@@H]1NCCNC1 ((S)-2-(2-hydroxy-ethyl)-piperazine). Product: ClC1=CC2=C(NC=3SC(=CC3C(=N2)N2C[C@@H](NCC2)CCO)C)C=C1 ((S)-7-Chloro-10-[3-(2-hydroxy-ethyl)-piperazin-1-yl]-2-methyl-4H-3-thia-4,9-diaza-benzo[f]azulene). RXN SMILES: Cl.[Cl:2][C:3]1[CH:18]=[CH:17][C:6]2[NH:7][C:8]3[S:9][C:10]([CH3:16])=[CH:11][C:12]=3[C:13]([NH2:15])=[N:14][C:5]=2[CH:4]=1.[OH:19][CH2:20][CH2:21][C@H:22]1[CH2:27]N[CH2:25][CH2:24][NH:23]1>>[Cl:2][C:3]1[CH:18]=[CH:17][C:6]2[NH:7][C:8]3[S:9][C:10]([CH3:16])=[CH:11][C:12]=3[C:13]([N:15]3[CH2:25][CH2:24][NH:23][C@@H:22]([CH2:21][CH2:20][OH:19])[CH2:27]3)=[N:14][C:5]=2[CH:4]=1 |f:0.1|. Reported procedure: By using a method similar to Example 258, using 7-chloro-2-methyl-4H-3-thia-4,9-diaza-benzo[f]azulen-10-ylamine hydrochloride and (S)-2-(2-hydroxy-ethyl)-piperazine gives the title compound.